From a dataset of the Open Reaction Database (ORD), a public repository of structured organic reaction records. describe an organic reaction: reactants, conditions, products, and yield Starting materials: ClC1=C(C=CC(=C1)Cl)NC1=NC=C(C(=N1)C(F)(F)F)C(=O)O (2-(2,4-dichlorophenylamino)-4-trifluoromethyl-pyrimidine-5-carboxylic acid), C(C)N1CCOCC1 (N-ethylmorpholine), NCC1OCCCC1 (aminomethyltetrahydropyran), O.ON1N=NC2=C1C=CC=C2 (1-hydroxybenzotriazole hydrate), Cl.CN(CCCN=C=NCC)C (1-(3-dimethylamino-propyl)-3-ethylcarbodiimide hydrochloride). The solvent is CN(C=O)C (dimethylformamide). Conditions: time 24 hour. The product is O1CCC(CC1)CNC(=O)C=1C(=NC(=NC1)NC1=C(C=C(C=C1)Cl)Cl)C(F)(F)F (2-(2,4-Dichlorophenylamino)-4-trifluoromethyl-pyrimidine-5-carboxylic acid (tetrahydro-pyran-4-ylmethyl)-amide). As a reaction SMILES: [Cl:1][C:2]1[CH:7]=[C:6]([Cl:8])[CH:5]=[CH:4][C:3]=1[NH:9][C:10]1[N:15]=[C:14]([C:16]([F:19])([F:18])[F:17])[C:13]([C:20]([OH:22])=O)=[CH:12][N:11]=1.C(N1[CH2:30][CH2:29][O:28][CH2:27][CH2:26]1)C.[NH2:31][CH2:32][CH:33]1CCCCO1.O.ON1C2C=CC=CC=2N=N1.Cl.CN(C)CCCN=C=NCC>CN(C)C=O>[O:28]1[CH2:27][CH2:26][CH:33]([CH2:32][NH:31][C:20]([C:13]2[C:14]([C:16]([F:17])([F:19])[F:18])=[N:15][C:10]([NH:9][C:3]3[CH:4]=[CH:5][C:6]([Cl:8])=[CH:7][C:2]=3[Cl:1])=[N:11][CH:12]=2)=[O:22])[CH2:30][CH2:29]1 |f:3.4,5.6|. Procedure details: To a solution of 2-(2,4-dichlorophenylamino)-4-trifluoromethyl-pyrimidine-5-carboxylic acid (86 g) in dimethylformamide (800 ml) was added successively N-ethylmorpholine (93 ml), 4 aminomethyltetrahydropyran (29.5 g), 1-hydroxybenzotriazole hydrate (51.5 g) and 1-(3-dimethylamino-propyl)-3-ethylcarbodiimide hydrochloride (56.2 g). The solution was stirred for 24 h. Dimethylformamide was partially removed (approx 650 ml) under reduced pressure and 5% sodium bicarbonate solution added (3×500 ml, a...